This data is from the Open Reaction Database (ORD), a public repository of structured organic reaction records. The task is: describe an organic reaction: reactants, conditions, products, and yield Starting materials: C[Mg+], CCOCC, CI, CCCCCC(=O)C=CC1CCC2(OCCO2)C1CCCCCCCO[Si](C)(C)C, [Cl-], [I-], [Mg], [NH4+]. Yields the product CCCCCC(C)(O)C=CC1CCC2(OCCO2)C1CCCCCCCO[Si](C)(C)C. RXN SMILES: [CH3:2][Mg+:3].[CH3:39][CH2:40][O:41][CH2:42][CH3:43].[CH3:4][I:5].[CH3:7][Si:8]([O:9][CH2:10][CH2:11][CH2:12][CH2:13][CH2:14][CH2:15][CH2:16][CH:17]1[C:18]2([O:19][CH2:20][CH2:21][O:22]2)[CH2:23][CH2:24][CH:25]1[CH:26]=[CH:27][C:28]([CH2:29][CH2:30][CH2:31][CH2:32][CH3:33])=[O:34])([CH3:35])[CH3:36].[Cl-:37].[I-:1].[Mg:6].[NH4+:38]>>[CH3:2][C:28]([CH:27]=[CH:26][CH:25]1[CH:17]([CH2:16][CH2:15][CH2:14][CH2:13][CH2:12][CH2:11][CH2:10][O:9][Si:8]([CH3:7])([CH3:35])[CH3:36])[C:18]2([O:19][CH2:20][CH2:21][O:22]2)[CH2:23][CH2:24]1)([CH2:29][CH2:30][CH2:31][CH2:32][CH3:33])[OH:34]. Reported procedure: Lithium aluminium hydride (17.4 g, 458 mmol) was suspended in dried tetrahydrofuran (300 ml), followed by stirring under ice-cooling in an argon atmosphere. A solution of 2-cyanobenzaldehyde (20.0 g, 153 mmol) dissolved in dried tetrahydrofuran (100 ml) was dropwise and portionwise added thereto and the reaction solution was stirred for 3 hours under heating at reflux. After the reaction, the solution was ice-cooled and sodium sulfate 10 hydrate was portionwise added thereto until foaming and fe... Yields the product OCC1=C(CN)C=CC=C1 (2-(Hydroxymethyl)benzylamine). Reaction SMILES: [H-].[Al+3].[Li+].[H-].[H-].[H-].[C:7]([C:9]1[CH:16]=[CH:15][CH:14]=[CH:13][C:10]=1[CH:11]=[O:12])#[N:8].O.O.O.O.O.O.O.O.O.O.[O-]S([O-])(=O)=O.[Na+].[Na+]>O1CCCC1>[OH:12][CH2:11][C:10]1[CH:13]=[CH:14][CH:15]=[CH:16][C:9]=1[CH2:7][NH2:8] |f:0.1.2.3.4.5,7.8.9.10.11.12.13.14.15.16.17.18.19|. Solvent: O1CCCC1 (tetrahydrofuran), O1CCCC1 (tetrahydrofuran). The yield is 99.6%. Starting materials: [H-].[Al+3].[Li+].[H-].[H-].[H-] (Lithium aluminium hydride), C(#N)C1=C(C=O)C=CC=C1 (2-cyanobenzaldehyde), O.O.O.O.O.O.O.O.O.O.[O-]S(=O)(=O)[O-].[Na+].[Na+] (sodium sulfate 10 hydrate). Product: FC(C1=CC=C(C=C1)C1CC(=CC(O1)=O)O)(F)F (6-(4-Trifluoromethylphenyl)-5,6-dihydro-4-hydroxy-2H-pyran-2-one), solid. Run at temperature 0 celsius, time 10 minute. RXN SMILES: [C:1]([O:7][CH3:8])(=[O:6])[CH2:2][C:3]([CH3:5])=[O:4].[H-].[Na+].C([Li])CCC.[F:16][C:17]([F:27])([F:26])[C:18]1[CH:25]=[CH:24][C:21](C=O)=[CH:20][CH:19]=1>CCCCCC.O1CCCC1>[F:16][C:17]([F:27])([F:26])[C:18]1[CH:25]=[CH:24][C:21]([CH:8]2[O:7][C:1](=[O:6])[CH:2]=[C:3]([OH:4])[CH2:5]2)=[CH:20][CH:19]=1 |f:1.2|. Reported procedure: The title compound was prepared as described in General Method 1 using 10 mL of methyl acetoacetate, 3.7 g of NaH 60% dispersion in oil, 58 mL of 1.6M n-butyl lithium in hexane, 11.5 g of 4-trifluoromethylbenzaldehyde and 250 mL of tetrahydrofuran. After addition of the aldehyde, the reaction was stirred for 10 minutes at 0° C. then 30 minutes at room temperature. The crude product was triturated from diethyl ether to afford a solid (m.p. 155°-156° C.). 1H NMR (CDCl3) δ2.83 (dd, 1H), 2.99 (dd, 1... Starting materials: FC(C1=CC=C(C=O)C=C1)(F)F (4-trifluoromethylbenzaldehyde), C(CCC)[Li] (n-butyl lithium), C(CC(=O)C)(=O)OC (methyl acetoacetate), [H-].[Na+] (NaH), aldehyde. The solvent is O1CCCC1 (tetrahydrofuran), CCCCCC (hexane). The reactants are COCCOCCOC, CCOCC, CO, CCN(C(C)C)C(C)C, O=C(OCc1ccccc1)N(CCCl)CCCl, [I-], [Na+], NCc1ccncn1. The product is O=C(OCc1ccccc1)N1CCN(Cc2ccncn2)CC1. As a reaction SMILES: [CH3:37][O:38][CH2:39][CH2:40][O:41][CH2:42][CH2:43][O:44][CH3:45].[CH3:46][CH2:47][O:48][CH2:49][CH3:50].[CH3:51][OH:52].[CH:26]([N:27]([CH2:28][CH3:29])[CH:30]([CH3:31])[CH3:32])([CH3:33])[CH3:34].[Cl:9][CH2:10][CH2:11][N:12]([C:13]([O:14][CH2:15][c:16]1[cH:17][cH:18][cH:19][cH:20][cH:21]1)=[O:22])[CH2:23][CH2:24][Cl:25].[I-:36].[Na+:35].[n:1]1[cH:2][n:3][c:4]([CH2:7][NH2:8])[cH:5][cH:6]1>>[n:1]1[cH:2][n:3][c:4]([CH2:7][N:8]2[CH2:10][CH2:11][N:12]([C:13]([O:14][CH2:15][c:16]3[cH:17][cH:18][cH:19][cH:20][cH:21]3)=[O:22])[CH2:23][CH2:24]2)[cH:5][cH:6]1. Starting materials: BrC1=CC(=C(C=C1)F)F (1-bromo-3,4-difluorobenzene), C(CCC)[Li] (n-butyllithium), C(C1=CC=CC=C1)N1CC(CC1)=O (1-benzylpyrrolidin-3-one), [Cl-].[NH4+] (ammonium chloride). Solvent: C(C)OCC (diethyl ether), C(C)OCC (diethyl ether). Product: C(C1=CC=CC=C1)N1CC(CC1)(O)C1=CC(=C(C=C1)F)F (1-BENZYL-3-(3,4-DIFLUOROPHENYL)PYRROLIDIN-3-OL). Isolated yield 38.7%. As a reaction SMILES: Br[C:2]1[CH:7]=[CH:6][C:5]([F:8])=[C:4]([F:9])[CH:3]=1.C([Li])CCC.[CH2:15]([N:22]1[CH2:26][CH2:25][C:24](=[O:27])[CH2:23]1)[C:16]1[CH:21]=[CH:20][CH:19]=[CH:18][CH:17]=1.[Cl-].[NH4+]>C(OCC)C>[CH2:15]([N:22]1[CH2:26][CH2:25][C:24]([C:2]2[CH:7]=[CH:6][C:5]([F:8])=[C:4]([F:9])[CH:3]=2)([OH:27])[CH2:23]1)[C:16]1[CH:17]=[CH:18][CH:19]=[CH:20][CH:21]=1 |f:3.4|. Procedure: To a solution of 1-bromo-3,4-difluorobenzene (4 g, 20.7 mmol) in dry diethyl ether (25 mL), under nitrogen at −78° C. was added drop wise n-butyllithium (2.5 M in hexane, 8.3 mL, 20.7 mmol). The mixture was stirred at −78° C. for 1 h after which a solution of 1-benzylpyrrolidin-3-one (3.62 g, 20.7 mmol) in dry diethyl ether (15 mL) was added drop wise. The mixture was stirred at −78° C. for 15 min and at ambient temperature for 1 h after which aqueous saturated ammonium chloride solution (50 mL)...